From a dataset of the Open Reaction Database (ORD), a public repository of structured organic reaction records. describe an organic reaction: reactants, conditions, products, and yield The reactants are OC1(CCC2(OCCO2)CC1)C1=NC=C(C#N)C=C1 (6-(8-hydroxy-1,4-dioxaspiro[4.5]dec-8-yl)nicotinonitrile), OC1(CCC(CC1)=O)C1=CC=C(C#N)C=C1 (4-(1-hydroxy-4-oxocyclohexyl)benzonitrile). Yields the product OC1(CCC(CC1)=O)C1=NC=C(C#N)C=C1 (6-(1-Hydroxy-4-oxocyclohexyl)nicotinonitrile). As a reaction SMILES: [OH:1][C:2]1([C:12]2[CH:19]=[CH:18][C:15]([C:16]#[N:17])=[CH:14][N:13]=2)[CH2:11][CH2:10][C:5]2(OCC[O:6]2)[CH2:4][CH2:3]1.OC1(C2C=CC(C#N)=CC=2)CCC(=O)CC1>>[OH:1][C:2]1([C:12]2[CH:19]=[CH:18][C:15]([C:16]#[N:17])=[CH:14][N:13]=2)[CH2:11][CH2:10][C:5](=[O:6])[CH2:4][CH2:3]1. Procedure: The title compound was synthesized from 6-(8-hydroxy-1,4-dioxaspiro[4.5]dec-8-yl)nicotinonitrile using the sane typical deprotection procedure as for 4-(1-hydroxy-4-oxocyclohexyl)benzonitrile. Starting materials: O=[Al-]=O.[Na+] (sodium aluminate), O.O.O.[Na].[Al].[Si].[K].[Ca] (clinoptilolite), ( 2 ), O.O.O.[Na].[Al].[Si].[K].[Ca] (clinoptilolite), [OH-].[Na+] (sodium hydroxide), ( 1 ), O.O.O.[Na].[Al].[Si].[K].[Ca] (clinoptilolite). The product is sodium cation, O.[O-2].[O-2].[O-2].[O-2].[O-2].[O-2].[Na+].[Na+].[Al+3].[Al+3].[Si+4] (zeolite A). RXN SMILES: [OH2:1].O.O.[Na].[Al:5].[Si:6].[K].[Ca].[OH-].[Na+:10].[O:11]=[Al-:12]=O.[Na+]>>[OH2:11].[O-2:1].[O-2:11].[O-2:11].[O-2:11].[O-2:11].[O-2:11].[Na+:10].[Na+:10].[Al+3:12].[Al+3:5].[Si+4:6] |f:0.1.2.3.4.5.6.7,8.9,10.11,12.13.14.15.16.17.18.19.20.21.22.23,^1:3,6|. Reported procedure: In accordance with the present invention a sodium cation form of zeolite A is prepared from natural clinoptilolite by a novel two step hydrothermal process which comprises (1) heating the natural clinoptilolite in an aqueous sodium hydroxide solution for a period of time to dissolve clinoptilolite and filtering to remove undissolved material, including undissolved clinoptilolite and, elemental impurties, and form a filtrate which is (2) reacted by heating with at least 75 percent of a stoichiome... The reactants are ClC=1C=C(C(=CC1C1=C(C=C(C=C1)C(F)(F)F)Cl)N)N (4-chloro-5-[2-chloro-4-(trifluoromethyl)phenyl]benzene-1,2-diamine), FC(C(C(C(=O)O)(F)F)(F)F)(F)F (heptafluorobutanoic acid), C([O-])([O-])=O.[Na+].[Na+] (sodium carbonate). Run in O (water). Product: ClC1=CC2=C(NC(=N2)C(C(C(F)(F)F)(F)F)(F)F)C=C1C1=C(C=C(C=C1)C(F)(F)F)Cl (5-chloro-6-[2-chloro-4-(trifluoromethyl)phenyl]-2-(heptafluoropropyl)-1H-1,3-benzodiazole). The yield is 54.0%. As a reaction SMILES: [Cl:1][C:2]1[CH:3]=[C:4]([NH2:20])[C:5]([NH2:19])=[CH:6][C:7]=1[C:8]1[CH:13]=[CH:12][C:11]([C:14]([F:17])([F:16])[F:15])=[CH:10][C:9]=1[Cl:18].[F:21][C:22]([F:33])([F:32])[C:23]([F:31])([F:30])[C:24]([F:29])([F:28])[C:25](O)=O.C(=O)([O-])[O-].[Na+].[Na+]>O>[Cl:1][C:2]1[C:7]([C:8]2[CH:13]=[CH:12][C:11]([C:14]([F:17])([F:15])[F:16])=[CH:10][C:9]=2[Cl:18])=[CH:6][C:5]2[NH:19][C:25]([C:24]([F:28])([F:29])[C:23]([F:30])([F:31])[C:22]([F:33])([F:32])[F:21])=[N:20][C:4]=2[CH:3]=1 |f:2.3.4|. Procedure details: A solution of 4-chloro-5-[2-chloro-4-(trifluoromethyl)phenyl]benzene-1,2-diamine (120 mg, 0.37 mmol), heptafluorobutanoic acid (5 ml) was stirred overnight at 80° C. in an oil bath. The solution was diluted with water (100 ml), adjusted to pH 7 with saturated aqueous sodium carbonate and extracted with ethyl acetate (3×50 ml). The combined organic layers were dried over anhydrous sodium sulfate and concentrated under vacuum. The residue was purified by a silica gel column with 10% ethyl acetate ... Starting materials: CO, COC(=O)c1cc(Cl)cn1C, Cl, [Na+], [OH-]. Product: Cn1cc(Cl)cc1C(=O)O. Reaction SMILES: [CH3:15][OH:16].[Cl:1][c:2]1[cH:3][c:4]([C:8](=[O:9])[O:10][CH3:11])[n:5]([CH3:7])[cH:6]1.[ClH:14].[Na+:13].[OH-:12]>>[Cl:1][c:2]1[cH:3][c:4]([C:8](=[O:9])[OH:10])[n:5]([CH3:7])[cH:6]1. Reactants: O=C([O-])[O-], O=Cc1cc(O)c(O)c(Cl)c1, [Cs+], [Cs+], CN(C)C=O, O. The product is O=Cc1cc(Cl)c2c(c1)OCO2. RXN SMILES: [C:12](=[O:13])([O-:14])[O-:15].[Cl:1][c:2]1[cH:3][c:4]([CH:5]=[O:6])[cH:7][c:8]([OH:11])[c:9]1[OH:10].[Cs+:16].[Cs+:17].[O:19]=[CH:20][N:21]([CH3:22])[CH3:23].[OH2:18]>>[Cl:1][c:2]1[cH:3][c:4]([CH:5]=[O:6])[cH:7][c:8]2[c:9]1[O:10][CH2:12][O:11]2. Starting materials: C(C)(C)(C)OC(=O)N(CCCOC1=CC=CC2=C1C(=C(O2)C(=O)O)C)CC=2C=NC=CC2 (4-[3-(tert-butoxycarbonyl-pyridin-3-ylmethyl-amino)-propoxy]-3-methyl-benzofuran-2-carboxylic acid), Cl.[N+](=O)([O-])C=1C=C(C=CC1)NN (3-nitrophenylhydrazine hydrochloride), 139-c. Product: [N+](=O)([O-])C=1C=C(C=CC1)NNC(=O)C=1OC2=C(C1C)C(=CC=C2)OCCCNCC=2C=NC=CC2 (3-methyl-4-{3-[(pyridin-3-ylmethyl)-amino]-propoxy}-benzofuran-2-carboxylic Acid N′-(3-nitro-phenyl)-hydrazide). RXN SMILES: C(OC([N:8]([CH2:26][C:27]1[CH:28]=[N:29][CH:30]=[CH:31][CH:32]=1)[CH2:9][CH2:10][CH2:11][O:12][C:13]1[C:18]2[C:19]([CH3:25])=[C:20]([C:22]([OH:24])=O)[O:21][C:17]=2[CH:16]=[CH:15][CH:14]=1)=O)(C)(C)C.Cl.[N+:34]([C:37]1[CH:38]=[C:39]([NH:43][NH2:44])[CH:40]=[CH:41][CH:42]=1)([O-:36])=[O:35]>>[N+:34]([C:37]1[CH:38]=[C:39]([NH:43][NH:44][C:22]([C:20]2[O:21][C:17]3[CH:16]=[CH:15][CH:14]=[C:13]([O:12][CH2:11][CH2:10][CH2:9][NH:8][CH2:26][C:27]4[CH:28]=[N:29][CH:30]=[CH:31][CH:32]=4)[C:18]=3[C:19]=2[CH3:25])=[O:24])[CH:40]=[CH:41][CH:42]=1)([O-:36])=[O:35] |f:1.2|. Procedure: This compound was prepared from 4-[3-(tert-butoxycarbonyl-pyridin-3-ylmethyl-amino)-propoxy]-3-methyl-benzofuran-2-carboxylic acid (Example 139-a) and 3-nitrophenylhydrazine hydrochloride in a similar manner to Example 139-b and 139-c. ESI-MS: m/z 476 (MH+), 1H-NMR δ: 2.07 (2H, tt, J=5.9, 6.8 Hz), 2.69 (3H, s), 2.88 (2H, t, J=6.8 Hz), 3.84 (2H, s), 4.18 (2H, t, J=5.9 Hz), 6.51 (1H, m), 6.66 (1H, d, J=7.9 Hz), 7.07 (1H, d, J=7.9 Hz), 7.20-7.42 (4H, m), 7.67 (1H, m), 7.74-7.77 (2H, m), 8.41 (1H, m...